From a dataset of the Open Reaction Database (ORD), a public repository of structured organic reaction records. describe an organic reaction: reactants, conditions, products, and yield The reactants are Br, CCOC(=O)C1CCCN(CCBr)C1, Cc1ccccc1, [H-], [Na+], O, OCCCc1ccccc1. The product is CCOC(=O)C1CCCN(CCOCCCc2ccccc2)C1. RXN SMILES: [BrH:13].[CH2:14]([CH3:15])[O:16][C:17](=[O:18])[CH:19]1[CH2:20][N:21]([CH2:25][CH2:26][Br:27])[CH2:22][CH2:23][CH2:24]1.[CH3:29][c:30]1[cH:31][cH:32][cH:33][cH:34][cH:35]1.[H-:1].[Na+:2].[OH2:28].[c:3]1([CH2:9][CH2:10][CH2:11][OH:12])[cH:4][cH:5][cH:6][cH:7][cH:8]1>>[c:3]1([CH2:9][CH2:10][CH2:11][O:12][CH2:26][CH2:25][N:21]2[CH2:20][CH:19]([C:17]([O:16][CH2:14][CH3:15])=[O:18])[CH2:24][CH2:23][CH2:22]2)[cH:4][cH:5][cH:6][cH:7][cH:8]1.